From a dataset of the Open Reaction Database (ORD), a public repository of structured organic reaction records. describe an organic reaction: reactants, conditions, products, and yield Product: COc1cc(-c2cc(CCl)ncn2)cc(OC)c1OC. Starting materials: ClCCl, [Na+], [OH-], COc1cc(-c2cc(CO)ncn2)cc(OC)c1OC, O=S(Cl)Cl. Reaction SMILES: [Cl:27][CH2:28][Cl:29].[Na+:26].[OH-:25].[OH:1][CH2:2][c:3]1[n:4][cH:5][n:6][c:7](-[c:9]2[cH:10][c:11]([O:19][CH3:20])[c:12]([O:17][CH3:18])[c:13]([O:15][CH3:16])[cH:14]2)[cH:8]1.[S:21]([Cl:22])([Cl:23])=[O:24]>>[CH2:2]([c:3]1[n:4][cH:5][n:6][c:7](-[c:9]2[cH:10][c:11]([O:19][CH3:20])[c:12]([O:17][CH3:18])[c:13]([O:15][CH3:16])[cH:14]2)[cH:8]1)[Cl:23].